Dataset: the Open Reaction Database (ORD), a public repository of structured organic reaction records. Task: describe an organic reaction: reactants, conditions, products, and yield The reactants are N#N (N2), C1(CC1)N1C=NC2=C1C(=CC(=C2)B2OC(C(O2)(C)C)(C)C)O[C@H](C)[C@@H]2CC(NC2)=O ((R)-4-((R)-1-((1-cyclopropyl-5-(4,4,5,5-tetramethyl-1,3,2-dioxaborolan-2-yl)-1H-benzo[d]imidazol-7-yl)oxy)ethyl)pyrrolidin-2-one), BrC=1SC(=CN1)C (2-bromo-5-methylthiazole), C(=O)([O-])[O-].[Na+].[Na+] (Na2CO3). The reagents and catalysts are C=1C=CC(=CC1)[P](C=2C=CC=CC2)(C=3C=CC=CC3)[Pd]([P](C=4C=CC=CC4)(C=5C=CC=CC5)C=6C=CC=CC6)([P](C=7C=CC=CC7)(C=8C=CC=CC8)C=9C=CC=CC9)[P](C=1C=CC=CC1)(C=1C=CC=CC1)C=1C=CC=CC1 (Pd(PPh3)4). The solvent is COCCOC (1,2-dimethoxyethane), C(Cl)Cl (DCM). Conditions: temperature 140 celsius. Yields the product C1(CC1)N1C=NC2=C1C(=CC(=C2)C=2SC(=CN2)C)O[C@H](C)[C@@H]2CC(NC2)=O ((R)-4-((R)-1-((1-cyclopropyl-5-(5-methylthiazol-2-yl)-1H-benzo[d]imidazol-7-yl)oxy)ethyl)pyrrolidin-2-one). The yield is 37.8%. Reaction SMILES: [CH:1]1([N:4]2[C:8]3[C:9]([O:22][C@@H:23]([C@H:25]4[CH2:29][NH:28][C:27](=[O:30])[CH2:26]4)[CH3:24])=[CH:10][C:11](B4OC(C)(C)C(C)(C)O4)=[CH:12][C:7]=3[N:6]=[CH:5]2)[CH2:3][CH2:2]1.Br[C:32]1[S:33][C:34]([CH3:37])=[CH:35][N:36]=1.C([O-])([O-])=O.[Na+].[Na+].N#N>C1C=CC([P]([Pd]([P](C2C=CC=CC=2)(C2C=CC=CC=2)C2C=CC=CC=2)([P](C2C=CC=CC=2)(C2C=CC=CC=2)C2C=CC=CC=2)[P](C2C=CC=CC=2)(C2C=CC=CC=2)C2C=CC=CC=2)(C2C=CC=CC=2)C2C=CC=CC=2)=CC=1.C(Cl)Cl.COCCOC>[CH:1]1([N:4]2[C:8]3[C:9]([O:22][C@@H:23]([C@H:25]4[CH2:29][NH:28][C:27](=[O:30])[CH2:26]4)[CH3:24])=[CH:10][C:11]([C:32]4[S:33][C:34]([CH3:37])=[CH:35][N:36]=4)=[CH:12][C:7]=3[N:6]=[CH:5]2)[CH2:2][CH2:3]1 |f:2.3.4,^1:49,51,70,89|. Procedure details: To a microwave tube equipped with a stifling bar, (R)-4-((R)-1-((1-cyclopropyl-5-(4,4,5,5-tetramethyl-1,3,2-dioxaborolan-2-yl)-1H-benzo[d]imidazol-7-yl)oxy)ethyl)pyrrolidin-2-one: (120 mg, 0.292 mmol), 2-bromo-5-methylthiazole (103.9 mg, 0.584 mmol), 1,2-dimethoxyethane (2 mL), 1 N Na2CO3 aqueous solution (0.96 mL, 0.96 mmol) were added, the mixture was bubbled N2 for 5 minutes before Pd(PPh3)4 (33.7 mg, 0.029 mmol) was added. The tube was sealed and heated in microwave at 140° C. for 15 minutes...